This data is from the Open Reaction Database (ORD), a public repository of structured organic reaction records. The task is: describe an organic reaction: reactants, conditions, products, and yield Starting materials: O=C(Cl)C(=O)Cl, O=C(O)c1ccc(Cl)c(O)c1. The product is O=C(Cl)c1ccc(Cl)c(O)c1. Reaction SMILES: [Cl:12][C:13]([C:14]([Cl:15])=[O:16])=[O:17].[Cl:1][c:2]1[c:3]([OH:11])[cH:4][c:5]([C:6](=[O:7])[OH:8])[cH:9][cH:10]1>>[Cl:1][c:2]1[c:3]([OH:11])[cH:4][c:5]([C:6](=[O:7])[Cl:12])[cH:9][cH:10]1. Reactants: [OH-].[Na+] (sodium hydroxide), ClC1=NC=C(C=C1Cl)C(F)(F)F (2,3-Dichloro-5-(trifluoromethyl)pyridine), C(Cl)(Cl)Cl (chloroform), O (water), [OH-].[Na+] (Sodium hydroxide). Solvent: CN1C(CCC1)=O (N-methylpyrrolidone). Product: ClC=1C(=NC=C(C1)C(F)(F)F)C(Cl)Cl (3-chloro-5-(trifluoromethyl)-2-(dichloromethyl)pyridine). Reaction SMILES: Cl[C:2]1[C:7]([Cl:8])=[CH:6][C:5]([C:9]([F:12])([F:11])[F:10])=[CH:4][N:3]=1.[CH:13](Cl)([Cl:15])[Cl:14].[OH-].[Na+].O>CN1CCCC1=O>[Cl:8][C:7]1[C:2]([CH:13]([Cl:15])[Cl:14])=[N:3][CH:4]=[C:5]([C:9]([F:12])([F:11])[F:10])[CH:6]=1 |f:2.3|. Reported procedure: 2,3-Dichloro-5-(trifluoromethyl)pyridine (43.2 g, 0.20 mole) was dissolved in 140 g (1.17 mole) of chloroform and 105 g of N-methylpyrrolidone. Sodium hydroxide (40 g of 50 percent aqueous solution, 0.5 mole) was added with stirring and the mixture was allowed to stir for 20 hours at room temperature. Another 10 g of 50 percent aqueous sodium hydroxide was added and stirring was continued. After 27 total hours a large excess of water was added. The resulting aqueous layer was removed and the org... The reactants are C(C1=CC=CC=C1)(=O)Cl (benzoyl chloride), C(=O)(C(F)(F)F)O (TFA), C1(=CC=CC=C1)[C@H]1[C@H]2CCCN([C@H]2C2=C(N1)C=CC=C2)C(=O)[C@@H]2[C@@H](CCCC2)NC(OC(C)(C)C)=O (tert-butyl ((1R,2S)-2-{[(4aR*,5R*,10bR*)-5-phenyl-3,4,4a, 5,6,10b-hexahydrobenzo[h]-1,6-naphthyridin-1(2H)-yl]carbonyl}cyclohexyl)carbamate), [OH-].[Na+] (sodium hydroxide). Run in O (Water). Conditions: time 3 minute. Yields the product C1(=CC=CC=C1)[C@H]1[C@H]2CCCN([C@H]2C2=C(N1)C=CC=C2)C(=O)[C@@H]2[C@@H](CCCC2)NC(C2=CC=CC=C2)=O (N-((1R,2S)-2-{[(4aR*,5R*,10bR*)-5-Phenyl-3,4,4a, 5,6,10b-hexahydrobenzo[h]-1,6-naphthyridin-1(2H)-yl]carbonyl}cyclohexyl)benzamide). Isolated yield 65.1%. RXN SMILES: C(O)(C(F)(F)F)=O.[C:8]1([C@@H:14]2[NH:23][C:22]3[CH:24]=[CH:25][CH:26]=[CH:27][C:21]=3[C@H:20]3[C@@H:15]2[CH2:16][CH2:17][CH2:18][N:19]3[C:28]([C@H:30]2[CH2:35][CH2:34][CH2:33][CH2:32][C@H:31]2[NH:36][C:37](=[O:43])OC(C)(C)C)=[O:29])[CH:13]=[CH:12][CH:11]=[CH:10][CH:9]=1.[OH-].[Na+].C(Cl)(=O)[C:47]1[CH:52]=[CH:51][CH:50]=[CH:49][CH:48]=1>O>[C:8]1([C@@H:14]2[NH:23][C:22]3[CH:24]=[CH:25][CH:26]=[CH:27][C:21]=3[C@H:20]3[C@@H:15]2[CH2:16][CH2:17][CH2:18][N:19]3[C:28]([C@H:30]2[CH2:35][CH2:34][CH2:33][CH2:32][C@H:31]2[NH:36][C:37](=[O:43])[C:47]2[CH:52]=[CH:51][CH:50]=[CH:49][CH:48]=2)=[O:29])[CH:9]=[CH:10][CH:11]=[CH:12][CH:13]=1 |f:2.3|. Procedure details: TFA (1 ml) was added to tert-butyl ((1R,2S)-2-{[(4aR*,5R*,10bR*)-5-phenyl-3,4,4a, 5,6,10b-hexahydrobenzo[h]-1,6-naphthyridin-1(2H)-yl]carbonyl}cyclohexyl)carbamate (69 mg, 0.14 mmol), and the mixture was stirred at room temperature for 3 min. Ice was added to the reaction solution, and the mixture was basified with 8N aqueous sodium hydroxide solution and extracted with ethyl acetate. The extract was washed with saturated brine, dried (over anhydrous MgSO4), and the solvent was evaporated under ... The reactants are FC(C(=O)O)(F)F (Trifluoroacetic acid), C(C)(C)(C)OC(=O)N(CCCCC(N(CCCCC#N)OCC1=CC=CC=C1)=O)OCC1=CC=CC=C1 (12-(tert-Butoxycarbonyl)-6,12-bis(benzyloxy)-7-oxo-6,12-diazadodecanenitrile). Run in C(Cl)Cl (CH2Cl2). Conditions: temperature 0 celsius, time 15 minute. Product: C(C1=CC=CC=C1)ON(CCCCC#N)C(CCCCNOCC1=CC=CC=C1)=O (6,12-Bis(benzyloxy)-7-oxo-6,12-diazadodecanenitrile). As a reaction SMILES: FC(F)(F)C(O)=O.C(OC([N:15]([O:37][CH2:38][C:39]1[CH:44]=[CH:43][CH:42]=[CH:41][CH:40]=1)[CH2:16][CH2:17][CH2:18][CH2:19][C:20](=[O:36])[N:21]([O:28][CH2:29][C:30]1[CH:35]=[CH:34][CH:33]=[CH:32][CH:31]=1)[CH2:22][CH2:23][CH2:24][CH2:25][C:26]#[N:27])=O)(C)(C)C>C(Cl)Cl>[CH2:29]([O:28][N:21]([C:20](=[O:36])[CH2:19][CH2:18][CH2:17][CH2:16][NH:15][O:37][CH2:38][C:39]1[CH:40]=[CH:41][CH:42]=[CH:43][CH:44]=1)[CH2:22][CH2:23][CH2:24][CH2:25][C:26]#[N:27])[C:30]1[CH:31]=[CH:32][CH:33]=[CH:34][CH:35]=1. Procedure: Trifluoroacetic acid (25 mL) was slowly dripped into a solution of (4) (7.10 g, 13.93 mmol) in CH2Cl2 (150 mL) which had been cooled to 0° C. The solution was stirred at 0° C. for 30 minutes and at room temperature for 15 minutes. Solvent and excess TFA were removed by rotary evaporation, and the concentrate was cooled to 0° C., treated with saturated NaHCO3 (150 mL) and extracted with CH2Cl2 (4×80 mL). After solvent removal, the crude oil was purified by silica gel column chromatography with 1:... Starting materials: C(C)(C)(C)OC(=O)N1C2CC(CC1CC2)=O (3-Oxo-8-aza-bicyclo[3.2.1]octane-8-carboxylic acid tert-butyl ester), [Cl-].[NH4+] (ammonium chloride), C(CCC)[Li] (n-Butyl lithium), BrC=1C=NC=NC1 (5-bromo-pyrimidine). The solvent is C1CCOC1 (THF), C(C)(=O)OCC (ethyl acetate), C1CCOC1 (THF). Conditions: time 1 hour. Product: C(C)(C)(C)OC(=O)N1C2CC(CC1CC2)(C=2C=NC=NC2)O (3-Hydroxy-3-pyrimidin-5-yl-8-aza-bicyclo[3.2.1]octane-8-carboxylic acid tert-butyl ester). Isolated yield 15.3%. RXN SMILES: C([Li])CCC.Br[C:7]1[CH:8]=[N:9][CH:10]=[N:11][CH:12]=1.[C:13]([O:17][C:18]([N:20]1[CH:25]2[CH2:26][CH2:27][CH:21]1[CH2:22][C:23](=[O:28])[CH2:24]2)=[O:19])([CH3:16])([CH3:15])[CH3:14].[Cl-].[NH4+]>C1COCC1.C(OCC)(=O)C>[C:13]([O:17][C:18]([N:20]1[CH:25]2[CH2:26][CH2:27][CH:21]1[CH2:22][C:23]([OH:28])([C:7]1[CH:8]=[N:9][CH:10]=[N:11][CH:12]=1)[CH2:24]2)=[O:19])([CH3:16])([CH3:14])[CH3:15] |f:3.4|. Procedure: n-Butyl lithium (2.5 M, 1.8 mL, 4.5 mmol) was added dropwise to a solution of 5-bromo-pyrimidine (0.668 g, 4.2 mmol) in THF (10 mL), under nitrogen at −78° C. and stirred for 1 hour. 3-Oxo-8-aza-bicyclo[3.2.1]octane-8-carboxylic acid tert-butyl ester (0.675 g, 3.0 mmol) in THF (5 mL) was added dropwise at −78° C. and the reaction mixture warmed to room temperature over 1 hour. Saturated aqueous ammonium chloride and ethyl acetate were added, the organics separated, dried over magnesium sulphate,... Starting materials: OC[C@@H]1[C@H](N(C(O1)=O)C(C)C)C (5(S)-hydroxymethyl-4(R)-methyl-3-(1-methylethyl)oxazolidin-2-one), C1CCOC1 (THF), C(C1=CC=CC=C1)(=O)[O-] (benzoate), [Li+].[OH-] (LiOH). The solvent is O (H2O). Product: OC[C@@H]1[C@@H](N(C(O1)=O)C(C)C)C ((S)(S)-5-hydroxymethyl-4-methyl-3-(1-methylethyl)oxazolidin-2-one). RXN SMILES: C1COCC1.C([O-])(=O)C1C=CC=CC=1.[Li+].[OH-].[OH:17][CH2:18][C@H:19]1[O:23][C:22](=[O:24])[N:21]([CH:25]([CH3:27])[CH3:26])[C@@H:20]1[CH3:28]>O>[OH:17][CH2:18][C@H:19]1[O:23][C:22](=[O:24])[N:21]([CH:25]([CH3:27])[CH3:26])[C@H:20]1[CH3:28] |f:2.3|. Procedure: A THF (87 ml) solution of 4.80 grams of (S)(S)-oxazolidinone from Step G was stirred at 22° C. and treated with 87 ml of 1N LiOH in H2O. After 2.5 hours at 22° C. the THF was removed by rotary evaporation and the product extracted with CH2Cl2. The combined organic portions were washed with saturated aqueous Na2CO3, H2O, and brine, dried (Na2SO4) and concentrated to essentially pure product as a white foam; yield 2.93 g (95%). ##STR25## Similarly prepared is the 5(S)-hydroxymethyl-4(R)-methyl-3-(...